Dataset: the Open Reaction Database (ORD), a public repository of structured organic reaction records. Task: describe an organic reaction: reactants, conditions, products, and yield Starting materials: CN(C)CC1OC2=CC=CC=C2C(=C1)C1=CC=C(C=C1)Cl (2-(N,N-Dimethylaminomethyl)-4-(4'-chlorophenyl)-3-chromene), [H][H] (hydrogen). Reagents/catalysts: O=[Pt]=O (Adams catalyst). Run in C(C)O (ethanol), petroleum ether. Product: CN(C)CC1OC2=CC=CC=C2C(C1)C1=CC=C(C=C1)Cl (2-(N,N-Dimethylaminomethyl)-4-(4'-chlorophenyl)chroman). The yield is 55.2%. Reaction SMILES: [CH3:1][N:2]([CH2:4][CH:5]1[CH:14]=[C:13]([C:15]2[CH:20]=[CH:19][C:18]([Cl:21])=[CH:17][CH:16]=2)[C:12]2[C:7](=[CH:8][CH:9]=[CH:10][CH:11]=2)[O:6]1)[CH3:3].[H][H]>O=[Pt]=O.C(O)C>[CH3:3][N:2]([CH2:4][CH:5]1[CH2:14][CH:13]([C:15]2[CH:16]=[CH:17][C:18]([Cl:21])=[CH:19][CH:20]=2)[C:12]2[C:7](=[CH:8][CH:9]=[CH:10][CH:11]=2)[O:6]1)[CH3:1]. Reported procedure: 2-(N,N-Dimethylaminomethyl)-4-(4'-chlorophenyl)-3-chromene (0.36 g) and Adams catalyst (PtO2) (5 mg) in ethanol (30 ml) was hydrogenated at atmospheric pressure. When hydrogen uptake was complete (4 hours) the catalyst was removed by filtration and the solution evaporated to give an oil which was chromatographed on alumina using chloroform as eluant. The eluate was evaporated to give, after trituration with petroleum ether (40°/60°) the title compound (200 mg) as a white solid, mp 120°-122° C. The reactants are C(C1=CC=CC=C1)(=O)N1CC=2C=3N(C(NC2CC1)=O)C=C(N3)C3=C(C=CC=C3)F (9-Benzoyl-2-(2-fluorophenyl)-7,8,9,10-tetrahydroimidazo[1,2-c]pyrido[3,4-e]pyrimidin-5(6H)-one), [OH-].[Na+] (sodium hydroxide), [Cl-].[NH4+] (ammonium chloride). The solvent is C(C)O (ethanol). The product is FC1=C(C=CC=C1)C=1N=C2N(C(NC3=C2CNCC3)=O)C1 (2-(2-fluorophenyl)-7,8,9,10-tetrahydro-imidazo[1,2-c]pyrido[3,4-e]pyrimidin-5(6H)-one). As a reaction SMILES: C([N:9]1[CH2:18][CH2:17][C:16]2[NH:15][C:14](=[O:19])[N:13]3[CH:20]=[C:21]([C:23]4[CH:28]=[CH:27][CH:26]=[CH:25][C:24]=4[F:29])[N:22]=[C:12]3[C:11]=2[CH2:10]1)(=O)C1C=CC=CC=1.[OH-].[Na+].[Cl-].[NH4+]>C(O)C>[F:29][C:24]1[CH:25]=[CH:26][CH:27]=[CH:28][C:23]=1[C:21]1[N:22]=[C:12]2[C:11]3[CH2:10][NH:9][CH2:18][CH2:17][C:16]=3[NH:15][C:14](=[O:19])[N:13]2[CH:20]=1 |f:1.2,3.4|. Reported procedure: To a solution of 9-Benzoyl-2-(2-fluorophenyl)-7,8,9,10-tetrahydroimidazo[1,2-c]pyrido[3,4-e]pyrimidin-5(6H)-one (435 mg. 1.1 mmol) in ethanol (5 mL) was added 5 mL of 50% aqueous sodium hydroxide. The mixture was refluxed for about 1 hour, and then poured into saturated aqueous ammonium chloride and extracted twice with 10% methanol/ethyl acetate. The combined organic layers were dried over magnesium sulfate, filtered, concentrated, and triturated with methanol/ether to give 2-(2-fluorophenyl)-7...